From a dataset of the Open Reaction Database (ORD), a public repository of structured organic reaction records. describe an organic reaction: reactants, conditions, products, and yield Starting materials: BrC1=CC=C(N)C=C1 (4-bromoaniline), CCCCCC (hexane), CC(=CC(=O)Cl)C (3,3-dimethylacryloyl chloride), ice. Solvent: C1CCOC1 (THF), C1CCOC1 (THF). Conditions: time 2 hour. The product is BrC1=CC=C(C=C1)NC(C=C(C)C)=O (N-(4-Bromophenyl)3,3-dimethylacrylamide). As a reaction SMILES: [CH3:1][C:2]([CH3:7])=[CH:3][C:4](Cl)=[O:5].[Br:8][C:9]1[CH:15]=[CH:14][C:12]([NH2:13])=[CH:11][CH:10]=1.CCCCCC>C1COCC1>[Br:8][C:9]1[CH:15]=[CH:14][C:12]([NH:13][C:4](=[O:5])[CH:3]=[C:2]([CH3:7])[CH3:1])=[CH:11][CH:10]=1. Reported procedure: To a solution of 9.48 g (80 mmol) of 3,3-dimethylacryloyl chloride in 200 ml of dry THF was added with vigorous shaking a solution of 13.76 g (80 mmol) of 4-bromoaniline in 300 ml of dry THF. The mixture was stood at room temperature for 2 h and then treated with 80 g of ice followed by 200 ml of hexane. The organic layer was separated and the aqueous layer was extracted with 2×50 ml of hexanes. The organic layers were combined and washed successively with 30 ml of water and 2×30 ml of saturated... The reactants are OCCN1CCNCC1 (N-(2-hydroxyethyl)piperazine), BrC(C(=O)OCC)(C(=O)OCC)C1=CC=CC=C1 (diethyl 2-bromo-2-phenylmalonate), O (water). Solvent: CS(=O)C (dimethylsulfoxide). Product: C1(=CC=CC=C1)C(C(=O)OCC)(C(=O)OCC)N1CCN(CC1)CCO (Diethyl 2-phenyl-2-[4-(2-hydroxyethyl)piperazinyl]malonate). Yield: 33.5%. RXN SMILES: Br[C:2]([C:13]1[CH:18]=[CH:17][CH:16]=[CH:15][CH:14]=1)([C:8]([O:10][CH2:11][CH3:12])=[O:9])[C:3]([O:5][CH2:6][CH3:7])=[O:4].[OH:19][CH2:20][CH2:21][N:22]1[CH2:27][CH2:26][NH:25][CH2:24][CH2:23]1.O>CS(C)=O>[C:13]1([C:2]([N:25]2[CH2:26][CH2:27][N:22]([CH2:21][CH2:20][OH:19])[CH2:23][CH2:24]2)([C:8]([O:10][CH2:11][CH3:12])=[O:9])[C:3]([O:5][CH2:6][CH3:7])=[O:4])[CH:18]=[CH:17][CH:16]=[CH:15][CH:14]=1. Procedure details: A solution of diethyl 2-bromo-2-phenylmalonate (16.8 g) in 150 ml of dimethylsulfoxide is heated to 90-100° C., then N-(2-hydroxyethyl)piperazine (27.9 g) is added and the reaction mixture is heated for additional 4 hours. The mixture is poured into water and extracted with ethyl acetate three times. The pooled organic extracts are washed with 1 N hydrochloric acid. The aqueous phase is basified with 1 N sodium hydroxide to pH=8-9 and it is extracted twice with ethyl acetate. The organic extract... RXN SMILES: [CH:16]([CH3:17])([CH3:18])[P:19](=[O:20])([Cl:21])[Cl:22].[Cl:1][c:2]1[cH:3][cH:4][c:5]([NH:8][CH2:9][c:10]2[cH:11][cH:12][cH:13][cH:14][cH:15]2)[cH:6][cH:7]1>>[Cl:1][c:2]1[cH:3][cH:4][c:5]([N:8]2[CH2:9][c:10]3[cH:11][cH:12][cH:13][cH:14][c:15]3[P:19]2([CH:16]([CH3:17])[CH3:18])=[O:20])[cH:6][cH:7]1. Yields the product CC(C)P1(=O)c2ccccc2CN1c1ccc(Cl)cc1. Reactants: CC(C)P(=O)(Cl)Cl, Clc1ccc(NCc2ccccc2)cc1. The product is CCOC(=O)C1(C(=O)OCC)CC(=O)N1. RXN SMILES: [CH3:1][O:2][c:3]1[cH:4][c:5]([O:21][CH3:22])[cH:23][cH:24][c:25]1[CH2:26][N:6]1[C:7](=[O:20])[CH2:8][C:9]1([C:10](=[O:11])[O:12][CH2:13][CH3:14])[C:15](=[O:16])[O:17][CH2:18][CH3:19].[CH3:47][C:48]#[N:49].[K+:37].[K+:38].[K+:44].[K+:45].[K+:46].[OH2:50].[P:39]([O-:40])([O-:41])([O-:42])=[O:43].[S:27]([O:28][O:29][S:30]([O-:31])(=[O:32])=[O:33])([O-:34])(=[O:35])=[O:36]>>[NH:6]1[C:7](=[O:20])[CH2:8][C:9]1([C:10](=[O:11])[O:12][CH2:13][CH3:14])[C:15](=[O:16])[O:17][CH2:18][CH3:19]. Starting materials: CCOC(=O)C1(C(=O)OCC)CC(=O)N1Cc1ccc(OC)cc1OC, CC#N, [K+], [K+], [K+], [K+], [K+], O, O=P([O-])([O-])[O-], O=S(=O)([O-])OOS(=O)(=O)[O-]. The reactants are C(C1=CC=CC=C1)OC(=O)N1[C@@H](CCC1)C(NC1=CC(=CC=C1)B1OC(C(O1)(C)C)(C)C)=O ((S)-2-[3-(4,4,5,5-tetramethyl-[1,3,2]dioxaborolan-2-yl)-phenylcarbamoyl]-pyrrolidine-1-carboxylic acid benzyl ester), BrC1=CC=C(CNC(=O)C2CC2)C=C1 (cyclopropanecarboxylic acid 4-bromo-benzylamide), Pd[P(Ph)3]4, CN(C)C=O (DMF). Solvent: CO (methanol), C(=O)(O)[O-].[Na+] (NaHCO3). Conditions: temperature 70 celsius. Yields the product C(C1=CC=CC=C1)OC(=O)N1[C@@H](CCC1)C(NC=1C=C(C=CC1)C1=CC=C(C=C1)CNC(=O)C1CC1)=O ((S)-2-{4′-[(Cyclopropanecarbonyl-amino)-methyl]-biphenyl-3-ylcarbamoyl}-pyrrolidine-1-carboxylic acid benzyl ester). Reaction SMILES: [CH2:1]([O:8][C:9]([N:11]1[CH2:15][CH2:14][CH2:13][C@H:12]1[C:16](=[O:33])[NH:17][C:18]1[CH:23]=[CH:22][CH:21]=[C:20](B2OC(C)(C)C(C)(C)O2)[CH:19]=1)=[O:10])[C:2]1[CH:7]=[CH:6][CH:5]=[CH:4][CH:3]=1.Br[C:35]1[CH:47]=[CH:46][C:38]([CH2:39][NH:40][C:41]([CH:43]2[CH2:45][CH2:44]2)=[O:42])=[CH:37][CH:36]=1.CN(C=O)C>CO.C([O-])(O)=O.[Na+]>[CH2:1]([O:8][C:9]([N:11]1[CH2:15][CH2:14][CH2:13][C@H:12]1[C:16](=[O:33])[NH:17][C:18]1[CH:19]=[C:20]([C:35]2[CH:47]=[CH:46][C:38]([CH2:39][NH:40][C:41]([CH:43]3[CH2:45][CH2:44]3)=[O:42])=[CH:37][CH:36]=2)[CH:21]=[CH:22][CH:23]=1)=[O:10])[C:2]1[CH:7]=[CH:6][CH:5]=[CH:4][CH:3]=1 |f:4.5|. Reported procedure: A solution of (S)-2-[3-(4,4,5,5-tetramethyl-[1,3,2]dioxaborolan-2-yl)-phenylcarbamoyl]-pyrrolidine-1-carboxylic acid benzyl ester (93.8 mg, 0.21 mmol), cyclopropanecarboxylic acid 4-bromo-benzylamide (50.6 mg, 0.20 mmol), and Pd[P(Ph)3]4 (13.7 mg, 5.7 mol %) in methanol (2 mL), NaHCO3 (sat. aq., 300 μL), and DMF (400 μL) was degassed and heated to 70° C. overnight in a sealed vial. The reaction was cooled, filtered, and purified by reverse phase HPLC to give the desired product. Yield 15.0 mg. M... As a reaction SMILES: [C:28](=[O:29])([O-:30])[O-:31].[Cl:1][c:2]1[n:3][cH:4][c:5]([Cl:9])[c:6]([CH3:8])[n:7]1.[K+:32].[K+:33].[NH2:10][c:11]1[cH:12][c:13](-[c:18]2[cH:19][n:20][c:21]([C:23]3([OH:27])[CH2:24][CH2:25][CH2:26]3)[s:22]2)[cH:14][c:15]([CH3:17])[cH:16]1.[O:36]=[C:37]([CH:38]=[CH:39][c:40]1[cH:41][cH:42][cH:43][cH:44][cH:45]1)[CH:46]=[CH:47][c:48]1[cH:49][cH:50][cH:51][cH:52][cH:53]1.[O:54]=[C:55]([CH:56]=[CH:57][c:58]1[cH:59][cH:60][cH:61][cH:62][cH:63]1)[CH:64]=[CH:65][c:66]1[cH:67][cH:68][cH:69][cH:70][cH:71]1.[O:72]=[C:73]([CH:74]=[CH:75][c:76]1[cH:77][cH:78][cH:79][cH:80][cH:81]1)[CH:82]=[CH:83][c:84]1[cH:85][cH:86][cH:87][cH:88][cH:89]1.[Pd:34].[Pd:35]>>[c:2]1([NH:10][c:11]2[cH:12][c:13](-[c:18]3[cH:19][n:20][c:21]([C:23]4([OH:27])[CH2:24][CH2:25][CH2:26]4)[s:22]3)[cH:14][c:15]([CH3:17])[cH:16]2)[n:3][cH:4][c:5]([Cl:9])[c:6]([CH3:8])[n:7]1. The product is Cc1cc(Nc2ncc(Cl)c(C)n2)cc(-c2cnc(C3(O)CCC3)s2)c1. Reactants: O=C([O-])[O-], Cc1nc(Cl)ncc1Cl, [K+], [K+], Cc1cc(N)cc(-c2cnc(C3(O)CCC3)s2)c1, O=C(C=Cc1ccccc1)C=Cc1ccccc1, O=C(C=Cc1ccccc1)C=Cc1ccccc1, O=C(C=Cc1ccccc1)C=Cc1ccccc1, [Pd], [Pd]. The reactants are COC([C@H]1N(CCC1)C(=O)OCC1=CC=CC=C1)=O (N-benzyloxycarbonylproline methyl ester), C(C)(C)[N-]C(C)C.[Li+] (lithium diisopropylamide), [Cl-].[NH4+] (ammonium chloride), C(C=C)I (allyl iodide). Solvent: C1CCOC1 (THF), C1CCOC1 (THF). Reaction conditions: time 30 minute. Product: C(C=C)C1(N(CCC1)C(=O)OCC1=CC=CC=C1)C(=O)OC (methyl (RS)-2-allyl-N-(benzyloxycarbonyl)prolinate). As a reaction SMILES: [CH3:1][O:2][C:3](=[O:19])[C@@H:4]1[CH2:8][CH2:7][CH2:6][N:5]1[C:9]([O:11][CH2:12][C:13]1[CH:18]=[CH:17][CH:16]=[CH:15][CH:14]=1)=[O:10].[CH:20]([N-]C(C)C)([CH3:22])[CH3:21].[Li+].C(I)C=C.[Cl-].[NH4+]>C1COCC1>[CH2:22]([C:4]1([C:3]([O:2][CH3:1])=[O:19])[CH2:8][CH2:7][CH2:6][N:5]1[C:9]([O:11][CH2:12][C:13]1[CH:18]=[CH:17][CH:16]=[CH:15][CH:14]=1)=[O:10])[CH:20]=[CH2:21] |f:1.2,4.5|. Reported procedure: N-benzyloxycarbonylproline methyl ester (13 g) in THF (20 ml) was added dropwise to lithium diisopropylamide (27.5 ml, 2M in hexane/THF) in THF (100 ml) at −78° C. under nitrogen. The mixture was stirred for 30 minutes and then allyl iodide (5.5 ml) was added dropwise and the mixture stirred for a further 30 minutes and then allowed to warm to ambient temperature. The mixture was then added to aqueous ammonium chloride (200 ml) and extracted with ether (2×200 ml). The ether layer was evaporated ...